From a dataset of the Open Reaction Database (ORD), a public repository of structured organic reaction records. describe an organic reaction: reactants, conditions, products, and yield Starting materials: FC(C(C(OC(C(OC(COC[C@H](COCCCCl)F)(F)F)(F)F)(F)F)(F)F)(F)F)(C(F)(F)F)F (3-(3-(2-(2-(nonafluorobutoxy)tetrafluoroethoxy)-2,2-difluoroethoxy)-(S)-2-fluoropropoxy)propyl chloride), compound, C(CCCCCC)C=1C=NC(=NC1)C1=CC=C(C=C1)O (5-heptyl-2-(4-hydroxyphenyl)pyrimidine), FC(C(C(OC(C(OC(COC[C@H](CO)F)(F)F)(F)F)(F)F)(F)F)(F)F)(C(F)(F)F)F (3-(2-(2-(nonafluorobutoxy)tetrafluoroethoxy)-2,2-difluoroethoxy)-(S)-2-fluoropropanol), BrCCCCl (1-bromo-3-chloropropane). The solvent is C(C)#N.CN(C=O)C (acetonitrile dimethyl formamide). Yields the product C(CCCCCC)C=1C=NC(=NC1)C1=CC=C(C=C1)OCCCOC[C@@H](COCC(F)(F)OC(C(OC(C(C(C(F)(F)F)(F)F)(F)F)(F)F)(F)F)(F)F)F (5-heptyl-2-[4-(3-(3-(2-(2-(nonafluorobutoxy)tetrafluoroethoxy)-2,2-difluoroethoxy)-(S)-2-fluoropropoxy)propoxy)phenyl]pyrimidine). As a reaction SMILES: [F:1][C:2]([F:35])([C:31]([F:34])([F:33])[F:32])[C:3]([F:30])([F:29])[C:4]([F:28])([F:27])[O:5][C:6]([F:26])([F:25])[C:7]([F:24])([F:23])[O:8][C:9]([F:22])([F:21])[CH2:10][O:11][CH2:12][C@@H:13]([F:20])[CH2:14][O:15][CH2:16][CH2:17][CH2:18]Cl.FC(F)(C(F)(F)F)C(F)(F)C(F)(F)OC(F)(F)C(F)(F)OC(F)(F)COC[C@@H](F)CO.BrCCCCl.[CH2:72]([C:79]1[CH:80]=[N:81][C:82]([C:85]2[CH:90]=[CH:89][C:88]([OH:91])=[CH:87][CH:86]=2)=[N:83][CH:84]=1)[CH2:73][CH2:74][CH2:75][CH2:76][CH2:77][CH3:78]>C(#N)C.CN(C)C=O>[CH2:72]([C:79]1[CH:84]=[N:83][C:82]([C:85]2[CH:86]=[CH:87][C:88]([O:91][CH2:18][CH2:17][CH2:16][O:15][CH2:14][C@H:13]([F:20])[CH2:12][O:11][CH2:10][C:9]([O:8][C:7]([F:24])([F:23])[C:6]([F:26])([F:25])[O:5][C:4]([F:28])([F:27])[C:3]([F:30])([F:29])[C:2]([F:35])([F:1])[C:31]([F:34])([F:33])[F:32])([F:22])[F:21])=[CH:89][CH:90]=2)=[N:81][CH:80]=1)[CH2:73][CH2:74][CH2:75][CH2:76][CH2:77][CH3:78] |f:4.5|. Procedure details: The starting material, 3-(3-(2-(2-(nonafluorobutoxy)tetrafluoroethoxy)-2,2-difluoroethoxy)-(S)-2-fluoropropoxy)propyl chloride, was prepared by combining 3-(2-(2-(nonafluorobutoxy)tetrafluoroethoxy)-2,2-difluoroethoxy)-(S)-2-fluoropropanol (20 g, 39.4 mmol) and 1-bromo-3-chloropropane (18.6 g, 118 mmol). The resulting compound (2.0 g, 3.4 mmol) was then combined with 5-heptyl-2-(4-hydroxyphenyl)pyrimidine (0.9 g, 3.4 mmol) in acetonitrile/dimethyl formamide (1:1, 20 mL) using essentially the pro... Reactants: BrC=1C=C(C(=NC1)Cl)C(=O)/C(/C(=O)OCC)=C/NCC (ethyl (2Z)-2-[(5-bromo-2-chloropyridin-3-yl)carbonyl]-3-(ethylamino)prop-2-enoate), BrC=1C=C(C(=NC1)Cl)C(=O)/C(/C(=O)OCC)=C/NCC (ethyl (2Z)-2-[(5-bromo-2-chloropyridin-3-yl)carbonyl]-3-(ethylamino)prop-2-enoate), C([O-])([O-])=O.[K+].[K+] (potassium carbonate), C(C)N (ethylamine). The yield is 79.4%. Reported procedure: The above crude compound ethyl (2Z)-2-[(5-bromo-2-chloropyridin-3-yl)carbonyl]-3-(ethylamino)prop-2-enoate (Intermediate 14, 700 mg) was suspended in acetonitrile (30 mL) and potassium carbonate (0.9 g, 6.53 mmol) and ethylamine (1 eq) were added. The mixture was heated to 80° C. for 16 h then cooled to room temperature and filtered to remove potassium carbonate. Water was added to the filtrate and the precipitated product was filtered and dried to afford 500 mg, 50% of ethyl 6-bromo-1-ethyl-4-o... Run at temperature 80 celsius. Product: BrC=1C=C2C(C(=CN(C2=NC1)CC)C(=O)OCC)=O (ethyl 6-bromo-1-ethyl-4-oxo-1,4-dihydro-1,8-naphthyridine-3-carboxylate). Solvent: C(C)#N (acetonitrile). Reaction SMILES: [Br:1][C:2]1[CH:3]=[C:4]([C:9](/[C:11](=[CH:17]/[NH:18][CH2:19][CH3:20])/[C:12]([O:14][CH2:15][CH3:16])=[O:13])=[O:10])[C:5](Cl)=[N:6][CH:7]=1.C(=O)([O-])[O-].[K+].[K+].C(N)C>C(#N)C>[Br:1][C:2]1[CH:3]=[C:4]2[C:5](=[N:6][CH:7]=1)[N:18]([CH2:19][CH3:20])[CH:17]=[C:11]([C:12]([O:14][CH2:15][CH3:16])=[O:13])[C:9]2=[O:10] |f:1.2.3|. Reaction SMILES: [CH:47]([N:48]([CH3:49])[CH3:50])=[O:51].[Cl:1][c:2]1[cH:3][n:4][cH:5][c:6]([NH:8][CH:9]([CH3:10])[c:11]2[cH:12][c:13]([NH:17][C:18]([c:19]3[cH:20][c:21]([C:25]([F:26])([F:27])[F:28])[cH:22][cH:23][cH:24]3)=[O:29])[cH:14][cH:15][cH:16]2)[n:7]1.[Na+:41].[Na+:42].[O-:43][C:44](=[O:45])[O-:46].[OH:30][CH2:31][c:32]1[cH:33][cH:34][c:35]([B:38]([OH:39])[OH:40])[cH:36][cH:37]1>>[c:2]1(-[c:35]2[cH:34][cH:33][c:32]([CH2:31][OH:30])[cH:37][cH:36]2)[cH:3][n:4][cH:5][c:6]([NH:8][CH:9]([CH3:10])[c:11]2[cH:12][c:13]([NH:17][C:18]([c:19]3[cH:20][c:21]([C:25]([F:26])([F:27])[F:28])[cH:22][cH:23][cH:24]3)=[O:29])[cH:14][cH:15][cH:16]2)[n:7]1. The product is CC(Nc1cncc(-c2ccc(CO)cc2)n1)c1cccc(NC(=O)c2cccc(C(F)(F)F)c2)c1. The reactants are CN(C)C=O, CC(Nc1cncc(Cl)n1)c1cccc(NC(=O)c2cccc(C(F)(F)F)c2)c1, [Na+], [Na+], O=C([O-])[O-], OCc1ccc(B(O)O)cc1. Reactants: COc1cc(NC(=O)OC(C)(C)C)c(Br)c(OC)c1CBr, C1COCCN1, C1CCOC1, O. The product is COc1cc(NC(=O)OC(C)(C)C)c(Br)c(OC)c1CN1CCOCC1. RXN SMILES: [C:1]([CH3:2])([CH3:3])([CH3:4])[O:5][C:6]([NH:7][c:8]1[c:9]([Br:20])[c:10]([O:18][CH3:19])[c:11]([CH2:16][Br:17])[c:12]([O:14][CH3:15])[cH:13]1)=[O:21].[CH2:22]1[CH2:23][O:24][CH2:25][CH2:26][NH:27]1.[CH2:28]1[O:29][CH2:30][CH2:31][CH2:32]1.[OH2:33]>>[C:1]([CH3:2])([CH3:3])([CH3:4])[O:5][C:6]([NH:7][c:8]1[c:9]([Br:20])[c:10]([O:18][CH3:19])[c:11]([CH2:16][N:27]2[CH2:22][CH2:23][O:24][CH2:25][CH2:26]2)[c:12]([O:14][CH3:15])[cH:13]1)=[O:21]. Reactants: Cl (hydrochloric acid), OC1=CC=C(C=C1)S (4-hydroxythiophenol), C([O-])([O-])=O.[K+].[K+] (potassium carbonate), ClC=1C(=NC(=CC1)Cl)C(=O)NC1=NC(=NS1)C (3,6-dichloro-N-(3-methyl-1,2,4-thiadiazol-5-yl)pyridine-2-carboxamide). The solvent is O (water), C(Cl)(Cl)Cl (chloroform), CN(C=O)C (dimethylformamide). Run at temperature 50 celsius, time 1.5 hour. Product: ClC1=CC=C(C(=N1)C(=O)NC1=NC(=NS1)C)SC1=CC=C(C=C1)O (6-chloro-3-[(4-hydroxyphenyl)thio]-N-(3-methyl-1,2,4-thiadiazol-5-yl)pyridine-2-carboxamide). Isolated yield 71.7%. As a reaction SMILES: [OH:1][C:2]1[CH:7]=[CH:6][C:5]([SH:8])=[CH:4][CH:3]=1.C(=O)([O-])[O-].[K+].[K+].Cl[C:16]1[C:17]([C:23]([NH:25][C:26]2[S:30][N:29]=[C:28]([CH3:31])[N:27]=2)=[O:24])=[N:18][C:19]([Cl:22])=[CH:20][CH:21]=1.Cl>O.C(Cl)(Cl)Cl.CN(C)C=O>[Cl:22][C:19]1[N:18]=[C:17]([C:23]([NH:25][C:26]2[S:30][N:29]=[C:28]([CH3:31])[N:27]=2)=[O:24])[C:16]([S:8][C:5]2[CH:6]=[CH:7][C:2]([OH:1])=[CH:3][CH:4]=2)=[CH:21][CH:20]=1 |f:1.2.3|. Procedure details: 12 g of 4-hydroxythiophenol and 16 g of potassium carbonate were added to a dimethylformamide (150 ml) solution of 15 g of 3,6-dichloro-N-(3-methyl-1,2,4-thiadiazol-5-yl)pyridine-2-carboxamide, and stirred at 50° C. for 1.5 hours. At room temperature, chloroform and water were added to it, and its pH was controlled to 3 with aqueous 2 N hydrochloric acid solution added thereto. This was extracted with chloroform, the organic layer was washed with saturated saline water, and dried with anhydrous ...